This data is from the Open Reaction Database (ORD), a public repository of structured organic reaction records. The task is: describe an organic reaction: reactants, conditions, products, and yield Reactants: OCCNC(OCC1=CC=CC=C1)=O (benzyl N-(2-hydroxyethyl)carbamate), ON1C(C=2C(C1=O)=CC=CC2)=O (N-hydroxyphthalimide), C1(=CC=CC=C1)P(C1=CC=CC=C1)C1=CC=CC=C1 (triphenylphosphine), N(=NC(=O)OCC)C(=O)OCC (diethyl azodicarboxylate). The solvent is O1CCCC1 (tetrahydrofuran), C(C)(=O)OCC (Ethyl acetate). Conditions: time 8 hour. Yields the product C(C1=CC=CC=C1)OC(=O)NCCON1C(C=2C(C1=O)=CC=CC2)=O (N-[2-(Benzyloxycarbonylamino)ethoxy]phthalimide). The yield is 91.1%. RXN SMILES: [OH:1][CH2:2][CH2:3][NH:4][C:5](=[O:14])[O:6][CH2:7][C:8]1[CH:13]=[CH:12][CH:11]=[CH:10][CH:9]=1.O[N:16]1[C:20](=[O:21])[C:19]2=[CH:22][CH:23]=[CH:24][CH:25]=[C:18]2[C:17]1=[O:26].C1(P(C2C=CC=CC=2)C2C=CC=CC=2)C=CC=CC=1.N(C(OCC)=O)=NC(OCC)=O>O1CCCC1.C(OCC)(=O)C>[CH2:7]([O:6][C:5]([NH:4][CH2:3][CH2:2][O:1][N:16]1[C:17](=[O:26])[C:18]2=[CH:25][CH:24]=[CH:23][CH:22]=[C:19]2[C:20]1=[O:21])=[O:14])[C:8]1[CH:9]=[CH:10][CH:11]=[CH:12][CH:13]=1. Procedure details: To a solution of benzyl N-(2-hydroxyethyl)carbamate (5.9 g, 30 mmol), N-hydroxyphthalimide (4.9 g, 30 mmol), and triphenylphosphine (7.9 g, 30 mmol) in tetrahydrofuran (100 mL) was added diethyl azodicarboxylate (5.2 g, 30 mmol). The reaction mixture was stirred at room temperature overnight. Ethyl acetate (200 mL) was added, the solution washed with saturated NaHCO3 (2×100 mL) and brine (100 mL), and dried over Na2SO4. After evaporating the solvent, the residue was purified by flash column chro...